From a dataset of the Open Reaction Database (ORD), a public repository of structured organic reaction records. describe an organic reaction: reactants, conditions, products, and yield The reactants are ClC1=CC=C(C=C1)C(C1=CC=C(C=C1)OCCCCl)=O (4'-chloro-4-chloropropoxybenzophenone), N1C=NC=C1 (imidazole). Solvent: COCCOCCOC (2-methoxyethyl ether). The product is Cl.ClC1=CC=C(C=C1)C(C1=CC=C(C=C1)OCCCN1C=NC=C1)=O (4'-Chloro-4-(1H-imidazol-1-ylpropoxy) benzophenone hydrochloride). Isolated yield 65.6%. RXN SMILES: [Cl:1][C:2]1[CH:7]=[CH:6][C:5]([C:8](=[O:20])[C:9]2[CH:14]=[CH:13][C:12]([O:15][CH2:16][CH2:17][CH2:18]Cl)=[CH:11][CH:10]=2)=[CH:4][CH:3]=1.[NH:21]1[CH:25]=[CH:24][N:23]=[CH:22]1>COCCOCCOC>[ClH:1].[Cl:1][C:2]1[CH:7]=[CH:6][C:5]([C:8](=[O:20])[C:9]2[CH:14]=[CH:13][C:12]([O:15][CH2:16][CH2:17][CH2:18][N:21]3[CH:25]=[CH:24][N:23]=[CH:22]3)=[CH:11][CH:10]=2)=[CH:4][CH:3]=1 |f:3.4|. Procedure details: A solution of the 4'-chloro-4-chloropropoxybenzophenone (3.0 g, 9.7 mmol) and imidazole (1.3 g, 19 mmol) in 2-methoxyethyl ether (20 mL) was heated to 120° C. for 24 hours. The solvent was removed by distillation and the resulting residue was chromatographed (flash, SiGel, 9:1 CH2Cl2 -MeOH). The hydrochloride salt was made in HCl/MeOH and recrystallized from acetone to give 1.2 g (36%) of the title compound as a white solid. m.p. 210°-212° C. IR (KBr): 1645, 1601cm-1. MS: 341 (MH) . 1H NMR (CD3O...